From a dataset of the Open Reaction Database (ORD), a public repository of structured organic reaction records. describe an organic reaction: reactants, conditions, products, and yield Starting materials: N1C=C(C2=CC=CC=C12)CCCO.[Si](C)(C)(C(C)(C)C)O[Si](C)(C)C(C)(C)C (3-(Indol-3-yl)propanol tert-butyldimethylsilyl ether), 1,8-diazobicyclo[5.4.0]undec-7-ene, C(C)(=O)OC(C)=O (acetic anhydride). Reagents/catalysts: CN(C1=CC=NC=C1)C (4-dimethylaminopyridine). The solvent is C(Cl)Cl (CH2Cl2). Yields the product ethyl acetate hexanes, C(C)(=O)N1C=C(C2=CC=CC=C12)CCCO.[Si](C)(C)(C(C)(C)C)O[Si](C)(C)C(C)(C)C (N-Acetyl-3-(indol-3-yl)propanol tert-butyldimethylsilyl ether). Isolated yield 67.7%. Reaction SMILES: [NH:1]1[C:9]2[C:4](=[CH:5][CH:6]=[CH:7][CH:8]=2)[C:3]([CH2:10][CH2:11][CH2:12][OH:13])=[CH:2]1.[Si:14]([O:21][Si:22]([C:25]([CH3:28])([CH3:27])[CH3:26])([CH3:24])[CH3:23])([C:17]([CH3:20])([CH3:19])[CH3:18])([CH3:16])[CH3:15].[C:29](OC(=O)C)(=[O:31])[CH3:30]>CN(C)C1C=CN=CC=1.C(Cl)Cl>[C:29]([N:1]1[C:9]2[C:4](=[CH:5][CH:6]=[CH:7][CH:8]=2)[C:3]([CH2:10][CH2:11][CH2:12][OH:13])=[CH:2]1)(=[O:31])[CH3:30].[Si:14]([O:21][Si:22]([C:25]([CH3:28])([CH3:27])[CH3:26])([CH3:23])[CH3:24])([C:17]([CH3:19])([CH3:20])[CH3:18])([CH3:16])[CH3:15] |f:0.1,5.6|. Reported procedure: A solution of the indole 29 (29 g, 86 mmol), CH2Cl2 (450 mL), 1,8-diazobicyclo[5.4.0]undec-7-ene (38 mL, 0.26 mol), 4-dimethylaminopyridine (1.0 g, 8.5 mmol), and acetic anhydride (32 mL, 0.34 mol) was stirred for 1 week at ambient temperature. The reaction mixture was concentrated and then diluted with ether. The ether was then washed with H2O, 5% KHSO4 and brine, dried (MgSO4), and concentrated. Flash chromatography (silica, 5% ethyl acetate/hexanes) gave the acylated product 30 (27 g) as a ye... Starting materials: NCCN(CCOC=1C(=NC=CC1)F)CC (N-(2-aminoethyl)-N-ethyl-N-[2-(2-fluoropyridin-3-yloxy)ethyl]amine), IC=1C=NC=C2C=CC(=NC12)C(=O)OCC (ethyl 8-iodo-[1,6]naphthyridine-2-carboxylate), C(C)N(CCOC=1C(=NC=CC1)F)CCNC(=O)C1=NC2=CC=C(C=C2N=C1)I (N-[2-[N-ethyl-N-[2-(2-fluoropyridin-3-yloxy)ethyl]amino]ethyl]-6-iodoquinoxaline-2-carboxamide). Product: C(C)N(CCOC=1C(=NC=CC1)F)CCNC(=O)C1=NC2=C(C=NC=C2C=C1)I (N-[2-[N-ethyl-N-[2-(2-fluoropyridin-3-yloxy)ethyl]amino]ethyl]-8-iodo-[1,6]naphthyridine-2-carboxamide). Yield: 96.8%. Reaction SMILES: [NH2:1][CH2:2][CH2:3][N:4]([CH2:15][CH3:16])[CH2:5][CH2:6][O:7][C:8]1[C:9]([F:14])=[N:10][CH:11]=[CH:12][CH:13]=1.[I:17][C:18]1[CH:19]=[N:20][CH:21]=[C:22]2[C:27]=1[N:26]=[C:25]([C:28](OCC)=[O:29])[CH:24]=[CH:23]2.C(N(CCNC(C1C=NC2C(=CC=C(I)C=2)N=1)=O)CCOC1C(F)=NC=CC=1)C>>[CH2:15]([N:4]([CH2:3][CH2:2][NH:1][C:28]([C:25]1[CH:24]=[CH:23][C:22]2[C:27](=[C:18]([I:17])[CH:19]=[N:20][CH:21]=2)[N:26]=1)=[O:29])[CH2:5][CH2:6][O:7][C:8]1[C:9]([F:14])=[N:10][CH:11]=[CH:12][CH:13]=1)[CH3:16]. Procedure details: This compound was prepared, starting from compound 5 (100 mg, 0.44 mmol) and ethyl 8-iodo-[1,6]naphthyridine-2-carboxylate (72) (102 mg, 0.31 mmol), according to the procedure developed for compound 10. Reaction time under reflux: 12 h; the purification was performed using column chromatography (Al2O3, CH2Cl2/EtOH, 99/1, v/v) to give compound 73 (151 mg, 0.30 mmol) as a yellow oil. Yield 96%; Rf (Al2O3, CH2Cl2/EtOH, 99/1, v/v) 0.65; IR (CCl4) ν 1467, 1518, 1685, 2700-3000 cm−: 1H NMR (200 MHz, C...